Dataset: the Open Reaction Database (ORD), a public repository of structured organic reaction records. Task: describe an organic reaction: reactants, conditions, products, and yield The reactants are N1C=NC=C1 (imidazole), C(\C=C\C)#N (crotononitrile). The product is N1(C=NC=C1)C(CCN)C (3-(1H-imidazol-1-yl)butanamine). As a reaction SMILES: [NH:1]1[CH:5]=[CH:4][N:3]=[CH:2]1.[C:6](#[N:10])/[CH:7]=[CH:8]/[CH3:9]>>[N:1]1([CH:8]([CH3:9])[CH2:7][CH2:6][NH2:10])[CH:5]=[CH:4][N:3]=[CH:2]1. Procedure: When the above procedure is used to react imidazole with crotononitrile, 3-(1H-imidazol-1-yl)butanamine is obtained.